Dataset: the Open Reaction Database (ORD), a public repository of structured organic reaction records. Task: describe an organic reaction: reactants, conditions, products, and yield As a reaction SMILES: [CH:1](=[O:7])[C:2]1[O:6][CH:5]=[CH:4][CH:3]=1.[Br-].[NH4+].O1C[CH2:13][CH2:12][CH2:11]1.[Cl-].[NH4+]>C1(C)C=CC=CC=1>[OH:7][CH:1]([C:2]1[O:6][CH:5]=[CH:4][CH:3]=1)[CH2:13][CH:12]=[CH2:11] |f:1.2,4.5|. Procedure details: Reaction and after-treatment were carried out in the same manner as in Example 3 except that an equimolar amount of furfural was used in place of 5-methylfurfural, and that ammonium bromide and tetrahydrofuran were used in place of ammonium chloride and toluene, respectively, in the same weights as those of the latter, to obtain 50.6 g of the fraction of 2-(1-hydroxy-3-butenyl)-furan (content, 99.3%) (yield, 91.0%). The reactants are C(C1=CC=CO1)=O (furfural), [Cl-].[NH4+] (ammonium chloride), [Br-].[NH4+] (ammonium bromide), O1CCCC1 (tetrahydrofuran). Product: OC(CC=C)C=1OC=CC1 (2-(1-hydroxy-3-butenyl)-furan). The solvent is C1(=CC=CC=C1)C (toluene). The reactants are C1(=CC=C(C=C1)S(=O)(=O)O)C (para-toluenesulfonic acid), OC1=CC=2CC=C3[C@@H]4CCC([C@@]4(C)CC[C@@H]3C2C=C1)=O (3-hydroxy-estra-1,3,5(10), 7-tetraen-17-one), N1=CC=CC=C1 (pyridine). Run in O1CCCC1 (tetrahydrofuran), O1CCCC=C1 (dihydropyran), C(C)(=O)OCC (ethyl acetate). Yields the product O1C(CCCC1)OC1=CC=2CC=C3[C@@H]4CCC([C@@]4(C)CC[C@@H]3C2C=C1)=O (3-tetrahydropyranyloxy-estra-1,3,5(10),7-tetraen-17-one). RXN SMILES: [OH:1][C:2]1[CH:19]=[CH:18][C:17]2[C@@H:16]3[C:7]([C@H:8]4[C@@:12]([CH2:14][CH2:15]3)([CH3:13])[C:11](=[O:20])[CH2:10][CH2:9]4)=[CH:6][CH2:5][C:4]=2[CH:3]=1.C1(C)C=CC(S(O)(=O)=[O:28])=CC=1.N1[CH:37]=[CH:36][CH:35]=[CH:34][CH:33]=1>O1CCCC1.O1C=CCCC1.C(OCC)(=O)C>[O:28]1[CH2:37][CH2:36][CH2:35][CH2:34][CH:33]1[O:1][C:2]1[CH:19]=[CH:18][C:17]2[C@@H:16]3[C:7]([C@H:8]4[C@@:12]([CH2:14][CH2:15]3)([CH3:13])[C:11](=[O:20])[CH2:10][CH2:9]4)=[CH:6][CH2:5][C:4]=2[CH:3]=1. Procedure: A suspension of 2.0 g of 3-hydroxy-estra-1,3,5(10), 7-tetraen-17-one in 20 ml of tetrahydrofuran and 2.0 ml of dihydropyran is stirred with 9.6 mg of para-toluenesulfonic acid for 24 hours at room temperature. Then, 0.3 ml of pyridine is added, diluted with ethyl acetate, washed with sodium bicarbonate solution as well as with saturated sodium chloride solution, dried on sodium sulfate, concentrated by evaporation in a vacuum, and chromatographed on silica gel with hexane/acetone. 1.9 g of 3-tet...